This data is from the Open Reaction Database (ORD), a public repository of structured organic reaction records. The task is: describe an organic reaction: reactants, conditions, products, and yield Reactants: CC(=O)[O-], CCO, O=Cc1c(Cl)ncnc1Cl, Cl, NO, [Na+]. Product: ON=Cc1c(Cl)ncnc1Cl. As a reaction SMILES: [C:11]([O-:12])(=[O:13])[CH3:14].[CH3:19][CH2:20][OH:21].[Cl:1][c:2]1[n:3][cH:4][n:5][c:6]([Cl:10])[c:7]1[CH:8]=[O:9].[ClH:18].[NH2:16][OH:17].[Na+:15]>>[Cl:1][c:2]1[n:3][cH:4][n:5][c:6]([Cl:10])[c:7]1[CH:8]=[N:16][OH:17]. Starting materials: O=S1(N(CCC1)C1=CC=C(C(=O)O)C=C1)=O (4-(1,1-dioxo-1λ6-isothiazolidin-2-yl)benzoic acid), ClC=1C(=NC=C(C1)Cl)N1CCNCC1 (1-(3,5-dichloropyridin-2-yl)piperazine). Yields the product ClC=1C(=NC=C(C1)Cl)N1CCN(CC1)C(=O)C1=CC=C(C=C1)N1S(CCC1)(=O)=O ([4-(3,5-dichloropyridin-2-yl)piperazin-1-yl][4-(1,1-dioxo-1λ6-isothiazolidin-2-yl)phenyl]methanone). Yield: 75.7%. As a reaction SMILES: [O:1]=[S:2]1(=[O:16])[CH2:6][CH2:5][CH2:4][N:3]1[C:7]1[CH:15]=[CH:14][C:10]([C:11]([OH:13])=O)=[CH:9][CH:8]=1.[Cl:17][C:18]1[C:19]([N:25]2[CH2:30][CH2:29][NH:28][CH2:27][CH2:26]2)=[N:20][CH:21]=[C:22]([Cl:24])[CH:23]=1>>[Cl:17][C:18]1[C:19]([N:25]2[CH2:30][CH2:29][N:28]([C:11]([C:10]3[CH:9]=[CH:8][C:7]([N:3]4[CH2:4][CH2:5][CH2:6][S:2]4(=[O:1])=[O:16])=[CH:15][CH:14]=3)=[O:13])[CH2:27][CH2:26]2)=[N:20][CH:21]=[C:22]([Cl:24])[CH:23]=1. Reported procedure: Using 4-(1,1-dioxo-1λ6-isothiazolidin-2-yl)benzoic acid (253 mg) described in Preparation Example 16 and 1-(3,5-dichloropyridin-2-yl)piperazine (229 mg) and by the reaction and treatment in the same manner as in Preparation Example 111, the title compound (340 mg) was obtained.